This data is from the Open Reaction Database (ORD), a public repository of structured organic reaction records. The task is: describe an organic reaction: reactants, conditions, products, and yield Starting materials: Cc1[nH]c2cnn(C)c(=O)c2c1C, O=C(c1ccc(CBr)cc1)c1ccc(C(F)(F)F)cc1, CN(C)C=O, O. The product is Cc1c(C)n(Cc2ccc(C(=O)c3ccc(C(F)(F)F)cc3)cc2)c2cnn(C)c(=O)c12. RXN SMILES: [CH3:1][c:2]1[c:3]([CH3:13])[c:4]2[c:5]([cH:6][n:7][n:8]([CH3:11])[c:9]2=[O:10])[nH:12]1.[F:14][C:15]([c:16]1[cH:17][cH:18][c:19]([C:20](=[O:21])[c:22]2[cH:23][cH:24][c:25]([CH2:26][Br:27])[cH:28][cH:29]2)[cH:30][cH:31]1)([F:32])[F:33].[O:35]=[CH:36][N:37]([CH3:38])[CH3:39].[OH2:34]>>[CH3:1][c:2]1[c:3]([CH3:13])[c:4]2[c:5]([cH:6][n:7][n:8]([CH3:11])[c:9]2=[O:10])[n:12]1[CH2:26][c:25]1[cH:24][cH:23][c:22]([C:20]([c:19]2[cH:18][cH:17][c:16]([C:15]([F:14])([F:32])[F:33])[cH:31][cH:30]2)=[O:21])[cH:29][cH:28]1.